From a dataset of the Open Reaction Database (ORD), a public repository of structured organic reaction records. describe an organic reaction: reactants, conditions, products, and yield Reactants: resultant mixture, BrC=1C=C2OCCN3C=C(N=C3C2=CC1)I (12-bromo-4-iodo-9-oxa-3,6-diazatricyclo[8.4.0.02,6]tetradeca1(14),2,4,10,12-pentaene), C(C)(N)=N (acetimidamide), CC1(C2=C(C(=CC=C2)P(C3=CC=CC=C3)C4=CC=CC=C4)OC5=C(C=CC=C51)P(C6=CC=CC=C6)C7=CC=CC=C7)C (Xantphos), COC(CNN)C ((2-methoxypropyl)hydrazine). The reagents and catalysts are CC(=O)[O-].CC(=O)[O-].[Pd+2] (Pd(OAc)2). Run in CN(C)C=O (DMF), C(C)(=O)O (Acetic acid). Run at temperature 40 celsius, time 3 hour. Yields the product BrC=1C=C2OCCN3C=C(N=C3C2=CC1)C1=NC(=NN1CC(C)OC)C (12-bromo-4-[1-(2-methoxypropyl)-3-methyl-1H-1,2,4-triazol-5-yl]-9-oxa-3,6-diazatricyclo[8.4.0.02,6]tetradeca1(14),2,4,10,12-pentaene). The yield is 325.0%. RXN SMILES: [Br:1][C:2]1[CH:3]=[C:4]2[C:13](=[CH:14][CH:15]=1)[C:12]1[N:8]([CH:9]=[C:10](I)[N:11]=1)[CH2:7][CH2:6][O:5]2.[C:17](=[NH:20])([NH2:19])[CH3:18].CC1(C)C2[C:43](=C(P(C3C=CC=CC=3)C3C=CC=CC=3)C=CC=2)[O:42][C:24]2[C:25](P(C3C=CC=CC=3)C3C=CC=CC=3)=CC=C[C:23]1=2.COC(C)[CH2:66][NH:67]N>CN(C=O)C.CC([O-])=O.CC([O-])=O.[Pd+2].C(O)(=O)C>[Br:1][C:2]1[CH:3]=[C:4]2[C:13](=[CH:14][CH:15]=1)[C:12]1[N:8]([CH:9]=[C:10]([C:66]3[N:67]([CH2:23][CH:24]([O:42][CH3:43])[CH3:25])[N:19]=[C:17]([CH3:18])[N:20]=3)[N:11]=1)[CH2:7][CH2:6][O:5]2 |f:5.6.7|. Reported procedure: To a solution of 12-bromo-4-iodo-9-oxa-3,6-diazatricyclo[8.4.0.02,6]tetradeca1(14),2,4,10,12-pentaene (1.0 g, 2.6 mmol) in dry DMF (20 mL) was added hydrochloric acetimidamide (266 mg, 2.81 mmol), Pd(OAc)2 (58 mg, 0.26 mmol), and Xantphos (305 mg, 0.520 mmol). The reaction mixture was stirred at 40° C. for 3 h under carbon monoxide atmosphere. LCMS indicated complete conversion. Acetic acid (40 mL) and hydrochloric (2-methoxypropyl)hydrazine (577 mg, 5.20 mmol) were added, the resultant mixture ... Starting materials: CC1(OCC(O1)CON)C (O-((2,2-dimethyl-1,3-dioxolan-4-yl)methyl)hydroxylamine), [NH4+].[Cl-] (NH4Cl), FC1=C(C(=CC2=C1N=CS2)C(=O)O)NC2=C(C=C(C=C2)Br)Cl (4-fluoro-5-((4-bromo-2-chlorophenyl)amino)benzo[d]thiazole-6-carboxylic acid), C=1C=CC2=C(C1)N=NN2O (HOBt), CCN=C=NCCCN(C)C (EDCI). The solvent is C(Cl)Cl (CH2Cl2). Run at time 1 hour. The product is CC1(OCC(O1)CONC(=O)C1=CC2=C(N=CS2)C(=C1NC1=C(C=C(C=C1)Br)Cl)F)C (N-((2,2-dimethyl-1,3-dioxolan-4-yl)methoxy)-4-fluoro-5-((2-chloro-4-bromophenyl)amino)benzo[d]thiazole-6-carboxamide). As a reaction SMILES: [F:1][C:2]1[C:7]2[N:8]=[CH:9][S:10][C:6]=2[CH:5]=[C:4]([C:11]([OH:13])=O)[C:3]=1[NH:14][C:15]1[CH:20]=[CH:19][C:18]([Br:21])=[CH:17][C:16]=1[Cl:22].C1C=CC2N(O)N=NC=2C=1.CCN=C=NCCCN(C)C.[CH3:44][C:45]1([CH3:53])[O:49][CH:48]([CH2:50][O:51][NH2:52])[CH2:47][O:46]1.[NH4+].[Cl-]>C(Cl)Cl>[CH3:44][C:45]1([CH3:53])[O:49][CH:48]([CH2:50][O:51][NH:52][C:11]([C:4]2[C:3]([NH:14][C:15]3[CH:20]=[CH:19][C:18]([Br:21])=[CH:17][C:16]=3[Cl:22])=[C:2]([F:1])[C:7]3[N:8]=[CH:9][S:10][C:6]=3[CH:5]=2)=[O:13])[CH2:47][O:46]1 |f:4.5|. Procedure: To a solution of 4-fluoro-5-((4-bromo-2-chlorophenyl)amino)benzo[d]thiazole-6-carboxylic acid (482 mg, 1.20 mmol) in CH2Cl2 (10 mL) was added HOBt (254 mg, 1.63 mmol) followed by EDCI (314 mg, 1.63 mmol). The mixture was stirred for 1 h and O-((2,2-dimethyl-1,3-dioxolan-4-yl)methyl)hydroxylamine (238 mg, 1.62 mmol) was added. After stirring for 4 h at ambient temperature, the reaction was treated with saturated NH4Cl (aq.). The resultant mixture was extracted with CH2Cl2 (30 mL×3). The combined ... The reactants are C(CC)[N+](CCC)(CCC)CCC (tetrapropylammonium), C1CC(OC1)N2C=C(C(=O)NC2=O)F (TS-1), [N+](=O)([O-])[O-].[Pd+2].[N+](=O)([O-])[O-] (palladium nitrate), C1CC(OC1)N2C=C(C(=O)NC2=O)F (TS-1), N (ammonia), [N+](=O)([O-])[O-].[Pd+2].[N+](=O)([O-])[O-] (palladium nitrate). Solvent: O (water), O (water). Conditions: time 30 minute. Yields the product [Pd] (Pd), C1CC(OC1)N2C=C(C(=O)NC2=O)F (TS-1). Reaction SMILES: [CH2:1]1[CH2:5][O:4][CH:3]([N:6]2[C:12](=[O:13])[NH:11][C:9](=[O:10])[C:8]([F:14])=[CH:7]2)[CH2:2]1.N.C([N+](CCC)(CCC)CCC)CC.[N+]([O-])([O-])=O.[Pd+2:33].[N+]([O-])([O-])=O>O>[Pd:33].[CH2:1]1[CH2:5][O:4][CH:3]([N:6]2[C:12](=[O:13])[NH:11][C:9](=[O:10])[C:8]([F:14])=[CH:7]2)[CH2:2]1 |f:3.4.5|. Procedure details: The wet cake from Step A is charged to a mixing tank containing de-ionized water under sustained agitation to completely disperse the TS-1 crystals. This takes approximately 20 to 60 minutes. The pH is measured and adjusted with aqueous ammonia to a value of 9.5. The typical pH of TS-1 wet cake with tetrapropylammonium template in water is approximately 9. Aqueous tetraammine palladium nitrate is added to the mixing tank and the contents are agitated for 30 minutes while monitoring the pH. Suffi... Starting materials: COc1cccc(CCl)c1, c1cc2c(cc1C1CCC(N3CCNCC3)CC1)OCO2. Yields the product COc1cccc(CN2CCN(C3CCC(c4ccc5c(c4)OCO5)CC3)CC2)c1. Reaction SMILES: [CH3:22][O:23][c:24]1[cH:25][c:26]([CH2:27][Cl:28])[cH:29][cH:30][cH:31]1.[O:1]1[CH2:2][O:3][c:4]2[c:5]1[cH:6][cH:7][c:8]([CH:10]1[CH2:11][CH2:12][CH:13]([N:16]3[CH2:17][CH2:18][NH:19][CH2:20][CH2:21]3)[CH2:14][CH2:15]1)[cH:9]2>>[O:1]1[CH2:2][O:3][c:4]2[c:5]1[cH:6][cH:7][c:8]([CH:10]1[CH2:11][CH2:12][CH:13]([N:16]3[CH2:17][CH2:18][N:19]([CH2:27][c:26]4[cH:25][c:24]([O:23][CH3:22])[cH:31][cH:30][cH:29]4)[CH2:20][CH2:21]3)[CH2:14][CH2:15]1)[cH:9]2. Reactants: FC1=CC=2C3=C(NC2C=C1)C(=CN=C3NC3=C(C=C(C=C3F)F)F)C#N (8-Fluoro-1-[(2,4,6-trifluorophenyl)amino]-5H-pyrido[4,3-b]indole-4-carbonitrile), C(=O)([O-])[O-].[K+].[K+] (K2CO3), OO (Hydrogen peroxide). Run in CS(=O)C (DMSO). Reaction conditions: temperature 70 celsius. Product: FC1=CC=2C3=C(NC2C=C1)C(=CN=C3NC3=C(C=C(C=C3F)F)F)C(=O)N (8-Fluoro-1-[(2,4,6-trifluorophenyl)amino]-5H-pyrido[4,3-b]indole-4-carboxamide). As a reaction SMILES: [F:1][C:2]1[CH:10]=[CH:9][C:8]2[NH:7][C:6]3[C:11]([C:25]#[N:26])=[CH:12][N:13]=[C:14]([NH:15][C:16]4[C:21]([F:22])=[CH:20][C:19]([F:23])=[CH:18][C:17]=4[F:24])[C:5]=3[C:4]=2[CH:3]=1.C([O-])([O-])=[O:28].[K+].[K+].OO>CS(C)=O>[F:1][C:2]1[CH:10]=[CH:9][C:8]2[NH:7][C:6]3[C:11]([C:25]([NH2:26])=[O:28])=[CH:12][N:13]=[C:14]([NH:15][C:16]4[C:21]([F:22])=[CH:20][C:19]([F:23])=[CH:18][C:17]=4[F:24])[C:5]=3[C:4]=2[CH:3]=1 |f:1.2.3|. Procedure details: 8-Fluoro-1-[(2,4,6-trifluorophenyl)amino]-5H-pyrido[4,3-b]indole-4-carbonitrile (46.5 mg, 0.13 mmol) and K2CO3 (108 mg, 0.78 mmol) was dissolved in DMSO (2.6 ml). Hydrogen peroxide (30%, 0.100 ml, 1.04 mmol) was added and the solution was heated at 70° C. for three hours. HPLC/MS then showed complete conversion. The solution was cooled to ambient temperature and directly purified by reverse phase HPLC. Desired fractions were combined, diluted with ethyl acetate, and washed with saturated aqueous...